This data is from the Open Reaction Database (ORD), a public repository of structured organic reaction records. The task is: describe an organic reaction: reactants, conditions, products, and yield Starting materials: C(C1=CC=CC=C1)OC1=CC=C(C=C1C1=CC=C(C=C1)C=C1C(NC(S1)=O)=O)CN(C(CCCCCCC)=O)C (N-[6-Benzyloxy-4′-(2,4-dioxothiazolidin-5-ylidenemethyl)biphenyl-3-ylmethyl]-N-methyloctanamide), O1CCOCC1 (dioxane), [H][H] (hydrogen). The solvent is C(C)N(CC)CC (triethylamine). The product is C(C1=CC=CC=C1)OC1=CC=C(C=C1C1=CC=C(C=C1)CC1C(NC(S1)=O)=O)CN(C(CCCCCCC)=O)C (N-[6-Benzyloxy-4′-(2,4-dioxothiazolidin-5-ylmethyl)biphenyl-3-ylmethyl]-N-methyloctanamide). The yield is 26.8%. As a reaction SMILES: [CH2:1]([O:8][C:9]1[C:14]([C:15]2[CH:20]=[CH:19][C:18]([CH:21]=[C:22]3[S:26][C:25](=[O:27])[NH:24][C:23]3=[O:28])=[CH:17][CH:16]=2)=[CH:13][C:12]([CH2:29][N:30]([CH3:40])[C:31](=[O:39])[CH2:32][CH2:33][CH2:34][CH2:35][CH2:36][CH2:37][CH3:38])=[CH:11][CH:10]=1)[C:2]1[CH:7]=[CH:6][CH:5]=[CH:4][CH:3]=1.O1CCOCC1.[H][H]>C(N(CC)CC)C>[CH2:1]([O:8][C:9]1[C:14]([C:15]2[CH:20]=[CH:19][C:18]([CH2:21][CH:22]3[S:26][C:25](=[O:27])[NH:24][C:23]3=[O:28])=[CH:17][CH:16]=2)=[CH:13][C:12]([CH2:29][N:30]([CH3:40])[C:31](=[O:39])[CH2:32][CH2:33][CH2:34][CH2:35][CH2:36][CH2:37][CH3:38])=[CH:11][CH:10]=1)[C:2]1[CH:7]=[CH:6][CH:5]=[CH:4][CH:3]=1. Procedure details: In a manner similar to that of Example 1(g), starting with 1 g (1.8 mmol) of N-[6-benzyloxy-4′-(2,4-dioxothiazolidin-5-ylidenemethyl)biphenyl-3-ylmethyl]-N-methyloctanamide (obtained in Example 75) in ml of dioxane and 1 ml of triethylamine under 3 atm of hydrogen, 270 mg (27%) of the expected product are obtained in the form of a yellow oil. Reactants: CC#N, ClCc1ccccc1, [H-], [Na+], Cc1cc(N2C(=O)N(C)CC2O)ccc1OC(F)(F)C(F)F. The product is Cc1cc(N2C(=O)N(C)CC2OCc2ccccc2)ccc1OC(F)(F)C(F)F. Reaction SMILES: [CH3:33][C:34]#[N:35].[Cl:25][CH2:26][c:27]1[cH:28][cH:29][cH:30][cH:31][cH:32]1.[H-:23].[Na+:24].[OH:1][CH:2]1[N:3]([c:9]2[cH:10][c:11]([CH3:22])[c:12]([O:15][C:16]([CH:17]([F:18])[F:19])([F:20])[F:21])[cH:13][cH:14]2)[C:4](=[O:8])[N:5]([CH3:7])[CH2:6]1>>[O:1]([CH:2]1[N:3]([c:9]2[cH:10][c:11]([CH3:22])[c:12]([O:15][C:16]([CH:17]([F:18])[F:19])([F:20])[F:21])[cH:13][cH:14]2)[C:4](=[O:8])[N:5]([CH3:7])[CH2:6]1)[CH2:26][c:27]1[cH:28][cH:29][cH:30][cH:31][cH:32]1. The reactants are ClC1=C(C=CC=C1)NC(NC1=C(C=C(C=C1)CC(=O)O)OC)=O (4-[N′-(2-chlorophenyl)ureido]-3-methoxyphenylacetic acid), C1=C(C=CC2=CC=CC=C12)O[C@H]1C[C@H](NC1)COC1=CC=C(C(=O)OC)C=C1 (methyl 4-[(2S,4S)-4-(2-naphthyloxy)-2-pyrrolidinyl]methoxybenzoate), CCN=C=NCCCN(C)C.Cl (EDC.HCl), ice water. The reagents and catalysts are CN(C)C=1C=CN=CC1 (DMAP). Solvent: CN(C)C=O (DMF). Run at time 3 day. Product: ClC1=C(C=CC=C1)NC(NC1=C(C=C(C=C1)CC(=O)N1[C@@H](C[C@@H](C1)OC1=CC2=CC=CC=C2C=C1)COC1=CC=C(C(=O)OC)C=C1)OC)=O (methyl 4-[(2S,4S)-1-[4-[N′-(2-chlorophenyl)ureido]-3-methoxyphenylacetyl]-4-(2-naphthyloxy)-2-pyrrolidinyl]methoxybenzoate). Isolated yield 69.7%. RXN SMILES: [Cl:1][C:2]1[CH:7]=[CH:6][CH:5]=[CH:4][C:3]=1[NH:8][C:9](=[O:23])[NH:10][C:11]1[CH:16]=[CH:15][C:14]([CH2:17][C:18]([OH:20])=O)=[CH:13][C:12]=1[O:21][CH3:22].[CH:24]1[C:33]2[C:28](=[CH:29][CH:30]=[CH:31][CH:32]=2)[CH:27]=[CH:26][C:25]=1[O:34][C@@H:35]1[CH2:39][NH:38][C@H:37]([CH2:40][O:41][C:42]2[CH:51]=[CH:50][C:45]([C:46]([O:48][CH3:49])=[O:47])=[CH:44][CH:43]=2)[CH2:36]1.CCN=C=NCCCN(C)C.Cl>CN(C1C=CN=CC=1)C.CN(C=O)C>[Cl:1][C:2]1[CH:7]=[CH:6][CH:5]=[CH:4][C:3]=1[NH:8][C:9](=[O:23])[NH:10][C:11]1[CH:16]=[CH:15][C:14]([CH2:17][C:18]([N:38]2[CH2:39][C@@H:35]([O:34][C:25]3[CH:26]=[CH:27][C:28]4[C:33](=[CH:32][CH:31]=[CH:30][CH:29]=4)[CH:24]=3)[CH2:36][C@H:37]2[CH2:40][O:41][C:42]2[CH:43]=[CH:44][C:45]([C:46]([O:48][CH3:49])=[O:47])=[CH:50][CH:51]=2)=[O:20])=[CH:13][C:12]=1[O:21][CH3:22] |f:2.3|. Procedure details: A mixture of 4-[N′-(2-chlorophenyl)ureido]-3-methoxyphenylacetic acid (310 mg, 0.93 mmol), methyl 4-[(2S,4S)-4-(2-naphthyloxy)-2-pyrrolidinyl]methoxybenzoate (350 mg, 0.93 mmol), EDC.HCl (267 mg, 1.40 mmol) and DMAP (171 mg, 1.40 mmol) in DMF (10 ml) was stirred at room temperature for 3 days. The mixture was poured into ice water and extracted with EtOAc. The combined extracts were washed with ice water and brine. After dried over Na2SO4, the extracts were concentrated in vacuo. The residue was... The reactants are CC1(OC[C@@H]([C@@H](O1)C1=CC=CC=C1)NC(=O)NC1=C(C=CC=C1)I)C (1-((4S,5S)-2,2-Dimethyl-4-phenyl-[1,3]dioxan-5-yl)-3-(2-iodo-phenyl)-urea), C([O-])([O-])=O.[Na+].[Na+] (sodium carbonate), ClC=1C=C(C=CC1)B(O)O (3-chlorophenylboronic acid). The reagents and catalysts are C=1C=CC(=CC1)[P](C=2C=CC=CC2)(C=3C=CC=CC3)[Pd]([P](C=4C=CC=CC4)(C=5C=CC=CC5)C=6C=CC=CC6)([P](C=7C=CC=CC7)(C=8C=CC=CC8)C=9C=CC=CC9)[P](C=1C=CC=CC1)(C=1C=CC=CC1)C=1C=CC=CC1 (Tetrakis(triphenylphosphine)palladium(0)). Run in COCCOC (ethylene glycol dimethyl ether), COCCOC (ethylene glycol dimethyl ether), COCCOC (ethylene glycol dimethyl ether). Reaction conditions: temperature 80 celsius. Yields the product ClC=1C=C(C=CC1)C1=C(C=CC=C1)NC(=O)N[C@@H]1[C@@H](OC(OC1)(C)C)C1=CC=CC=C1 (1-(3′-Chloro-biphenyl-2-yl)-3-((4S,5S)-2,2-dimethyl-4-phenyl-[1,3]dioxan-5-yl)-urea). Yield: 59.1%. Reaction SMILES: [CH3:1][C:2]1([CH3:25])[O:7][C@@H:6]([C:8]2[CH:13]=[CH:12][CH:11]=[CH:10][CH:9]=2)[C@@H:5]([NH:14][C:15]([NH:17][C:18]2[CH:23]=[CH:22][CH:21]=[CH:20][C:19]=2I)=[O:16])[CH2:4][O:3]1.[Cl:26][C:27]1[CH:28]=[C:29](B(O)O)[CH:30]=[CH:31][CH:32]=1.C(=O)([O-])[O-].[Na+].[Na+]>COCCOC.C1C=CC([P]([Pd]([P](C2C=CC=CC=2)(C2C=CC=CC=2)C2C=CC=CC=2)([P](C2C=CC=CC=2)(C2C=CC=CC=2)C2C=CC=CC=2)[P](C2C=CC=CC=2)(C2C=CC=CC=2)C2C=CC=CC=2)(C2C=CC=CC=2)C2C=CC=CC=2)=CC=1>[Cl:26][C:27]1[CH:32]=[C:31]([C:19]2[CH:20]=[CH:21][CH:22]=[CH:23][C:18]=2[NH:17][C:15]([NH:14][C@H:5]2[CH2:4][O:3][C:2]([CH3:25])([CH3:1])[O:7][C@H:6]2[C:8]2[CH:13]=[CH:12][CH:11]=[CH:10][CH:9]=2)=[O:16])[CH:30]=[CH:29][CH:28]=1 |f:2.3.4,^1:51,53,72,91|. Procedure details: To a reaction flask charged with 16.2 mg (0.014 mmol) of Tetrakis(triphenylphosphine)palladium(0) in ethylene glycol dimethyl ether (2.0 mL) under nitrogen was added 142 mg (0.31 mmol) of the product from Example 6 and ethylene glycol dimethyl ether (0.8 mL). The resulting yellow solution was stirred for 10 min before the addition of 57.8 mg (0.37 mmol) of 3-chlorophenylboronic acid dissolved in ethylene glycol dimethyl ether (0.6 mL) and the subsequent addition of 0.32 mL (0.65 mmol) of a 2 M s... Starting materials: O1C=CC=2C(NC=3C=CC=CC3C21)=O (5H-furo[3,2-c]quinolin-4-one), O1C=CC=2C(NC=3C=CC=CC3C21)=O (5H-furo[3,2-c]quinolin-4-one), O=P(Cl)(Cl)Cl (POCl3). The product is ClC1=NC=2C=CC=CC2C2=C1C=CO2 (4-chlorofuro[3,2-c]quinoline). As a reaction SMILES: [O:1]1[C:13]2[C:12]3[CH:11]=[CH:10][CH:9]=[CH:8][C:7]=3[NH:6][C:5](=O)[C:4]=2[CH:3]=[CH:2]1.O=P(Cl)(Cl)[Cl:17]>>[Cl:17][C:5]1[C:4]2[CH:3]=[CH:2][O:1][C:13]=2[C:12]2[CH:11]=[CH:10][CH:9]=[CH:8][C:7]=2[N:6]=1. Procedure: First, the known compound 5H-furo[3,2-c]quinolin-4-one (compound 1) is reacted with POCl3 to produce 4-chlorofuro[3,2-c]quinoline (compound 2). Compound 2 is further reacted with 3-aminoacetophenone in a solution of EtOH-H2 (2:1) to yield 1-[3-chlorofuro[3,2-c]quinolin-4-ylamino]phenyl)ethanone (compound 3). The reactants are CC(=O)c1cc(NC(=O)OCc2ccccc2)c(=O)n2c1CCC2C(=O)O, CC(C)(C)OC(=O)NC(=N)c1ccc(CN)cc1, CCOC(C)=O, CCN(C(C)C)C(C)C, [Na+], O=C([O-])O, CN(C)C=O. The product is CC(=O)c1cc(NC(=O)OCc2ccccc2)c(=O)n2c1CCC2C(=O)NCc1ccc(C(=N)NC(=O)OC(C)(C)C)cc1. Reaction SMILES: [C:1]([CH3:2])(=[O:3])[c:4]1[cH:5][c:6]([NH:17][C:18](=[O:19])[O:20][CH2:21][c:22]2[cH:23][cH:24][cH:25][cH:26][cH:27]2)[c:7](=[O:16])[n:8]2[c:12]1[CH2:11][CH2:10][CH:9]2[C:13](=[O:14])[OH:15].[C:28]([CH3:29])([CH3:30])([CH3:31])[O:32][C:33]([NH:34][C:35](=[NH:36])[c:37]1[cH:38][cH:39][c:40]([CH2:43][NH2:44])[cH:41][cH:42]1)=[O:45].[CH3:60][CH2:61][O:62][C:63]([CH3:64])=[O:65].[CH:46]([N:47]([CH2:48][CH3:49])[CH:50]([CH3:51])[CH3:52])([CH3:53])[CH3:54].[Na+:70].[O-:66][C:67]([OH:68])=[O:69].[O:55]=[CH:56][N:57]([CH3:58])[CH3:59]>>[C:1]([CH3:2])(=[O:3])[c:4]1[cH:5][c:6]([NH:17][C:18](=[O:19])[O:20][CH2:21][c:22]2[cH:23][cH:24][cH:25][cH:26][cH:27]2)[c:7](=[O:16])[n:8]2[c:12]1[CH2:11][CH2:10][CH:9]2[C:13](=[O:14])[NH:44][CH2:43][c:40]1[cH:39][cH:38][c:37]([C:35]([NH:34][C:33]([O:32][C:28]([CH3:29])([CH3:30])[CH3:31])=[O:45])=[NH:36])[cH:42][cH:41]1. Starting materials: BrC=1C=C2C(=C(C=NC2=CC1)C(=O)C1CC1)NC=1C=NN(C1)C1CCN(CC1)C ((6-bromo-4-(1-(1-methylpiperidin-4-yl)-1H-pyrazol-4-ylamino) quinoline-3-yl)(cyclopropyl)methanone), ClC1=C(C(=CC(=C1)B1OC(C(O1)(C)C)(C)C)Cl)O (2,6-dichloro-4-(4,4,5,5-tetramethyl-1,3,2-dioxaborolan-2-yl)phenol). Yields the product C1(CC1)C(=O)C=1C=NC2=CC=C(C=C2C1NC=1C=NN(C1)C1CCN(CC1)C)C1=CC(=C(C(=C1)Cl)O)Cl (Cyclopropyl(6-(3,5-dichloro-4-hydroxyphenyl)-4-(1-(1-methylpiperidin-4-yl)-1H-pyrazol-4-ylamino)quinolin-3-yl)methanone). Isolated yield 61.0%. Reaction SMILES: Br[C:2]1[CH:3]=[C:4]2[C:9](=[CH:10][CH:11]=1)[N:8]=[CH:7][C:6]([C:12]([CH:14]1[CH2:16][CH2:15]1)=[O:13])=[C:5]2[NH:17][C:18]1[CH:19]=[N:20][N:21]([CH:23]2[CH2:28][CH2:27][N:26]([CH3:29])[CH2:25][CH2:24]2)[CH:22]=1.[Cl:30][C:31]1[CH:36]=[C:35](B2OC(C)(C)C(C)(C)O2)[CH:34]=[C:33]([Cl:46])[C:32]=1[OH:47]>>[CH:14]1([C:12]([C:6]2[CH:7]=[N:8][C:9]3[C:4]([C:5]=2[NH:17][C:18]2[CH:19]=[N:20][N:21]([CH:23]4[CH2:24][CH2:25][N:26]([CH3:29])[CH2:27][CH2:28]4)[CH:22]=2)=[CH:3][C:2]([C:35]2[CH:36]=[C:31]([Cl:30])[C:32]([OH:47])=[C:33]([Cl:46])[CH:34]=2)=[CH:11][CH:10]=3)=[O:13])[CH2:15][CH2:16]1. Procedure details: Following general procedure D, (6-bromo-4-(1-(1-methylpiperidin-4-yl)-1H-pyrazol-4-ylamino) quinoline-3-yl)(cyclopropyl)methanone (50 mg, 0.11 mmol) was reacted with 2,6-dichloro-4-(4,4,5,5-tetramethyl-1,3,2-dioxaborolan-2-yl)phenol (49 mg, 0.17 mmol) to afford the desired product (36 mg, 63%) as a yellow solid: 1H NMR (500 MHz, CD3OD+TFA-d) δ 9.45 (s, 1H), 8.23 (d, J=9.0 Hz, 1H), 8.01 (d, J=9.2 Hz, 2H), 7.68 (s, 1H), 7.40 (s, 1H), 4.62 (m, 1H), 3.68 (d, J=12.8 Hz, 2H), 3.41 (m, 1H), 3.25 (m, 2H...